Dataset: the Open Reaction Database (ORD), a public repository of structured organic reaction records. Task: describe an organic reaction: reactants, conditions, products, and yield The reactants are CC1=NSC(=N1)C(C)(C)NC(OC(C)(C)C)=O (tert-butyl 2-(3-methyl-1,2,4-thiadiazol-5-yl)propan-2-ylcarbamate), O (water). Solvent: Cl (hydrochloride), C(C)(=O)OCC (ethyl acetate). The product is CC(C)(C1=NC(=NS1)C)N (1-Methyl-1-(3-methyl-[1,2,4]thiadiazol-5-yl)-ethylamine). The yield is 87.7%. Reaction SMILES: [CH3:1][C:2]1[N:6]=[C:5]([C:7]([NH:10]C(=O)OC(C)(C)C)([CH3:9])[CH3:8])[S:4][N:3]=1.O>Cl.C(OCC)(=O)C>[CH3:8][C:7]([NH2:10])([C:5]1[S:4][N:3]=[C:2]([CH3:1])[N:6]=1)[CH3:9]. Procedure details: A solution of tert-butyl 2-(3-methyl-1,2,4-thiadiazol-5-yl)propan-2-ylcarbamate (0.15 g, 0.58 mmol) in saturated hydrochloride in ethyl acetate (10 mL) was stirred at room temperature for 1 h. Then water (20 mL) was added. The water phase was washed with ethyl acetate (2×20 mL). Then the water phase was adjusted with sodium hydroxide solution (2 M) to pH=9˜10 and extracted with ethyl acetate (3×20 mL). The combined organic layer was washed with brine (20 mL), dried over anhydrous sodium sulfate ... The reactants are ClC=1C=C(C=CC1Cl)C(CBr)O (1-(3,4-dichlorophenyl)-2-bromoethanol), C1C2CC3CC1CC(C2)(C3)N (1-adamantamine). Run in C(C)O (ethanol). Reaction conditions: temperature 20 celsius, time 6 hour. Product: Cl.ClC=1C=C(C=CC1Cl)C(CNC12CC3CC(CC(C1)C3)C2)O (1-(3,4-dichlorophenyl)-2-(1-adamantylamino)ethanol hydrochloride). RXN SMILES: [Cl:1][C:2]1[CH:3]=[C:4]([CH:9]([OH:12])[CH2:10]Br)[CH:5]=[CH:6][C:7]=1[Cl:8].[CH2:13]1[CH:18]2[CH2:19][C:20]3([NH2:23])[CH2:22][CH:16]([CH2:17]2)[CH2:15][CH:14]1[CH2:21]3>C(O)C>[ClH:1].[Cl:1][C:2]1[CH:3]=[C:4]([CH:9]([OH:12])[CH2:10][NH:23][C:20]23[CH2:19][CH:18]4[CH2:13][CH:14]([CH2:15][CH:16]([CH2:17]4)[CH2:22]2)[CH2:21]3)[CH:5]=[CH:6][C:7]=1[Cl:8] |f:3.4|. Procedure: 27 g (0.1 mol) of 1-(3,4-dichlorophenyl)-2-bromoethanol are added to a solution of 30 g (0.2 mol) of 1-adamantamine, 0.1 g of KI and 100 ml of ethanol; the mixture is stirred for 48 hours at 20° C. and 6 hours under reflux. Reactants: [BH4-], COc1ccc(C2(C=O)CCC(OC)(OC)CC2)cc1OC1CCCC1, CCCC, [Na+], O. Product: COc1ccc(C2(CO)CCC(OC)(OC)CC2)cc1OC1CCCC1. Reaction SMILES: [BH4-:27].[CH3:1][O:2][C:3]1([O:25][CH3:26])[CH2:4][CH2:5][C:6]([CH:9]=[O:10])([c:11]2[cH:12][c:13]([O:19][CH:20]3[CH2:21][CH2:22][CH2:23][CH2:24]3)[c:14]([O:17][CH3:18])[cH:15][cH:16]2)[CH2:7][CH2:8]1.[CH3:30][CH2:31][CH2:32][CH3:33].[Na+:28].[OH2:29]>>[CH3:1][O:2][C:3]1([O:25][CH3:26])[CH2:4][CH2:5][C:6]([CH2:9][OH:10])([c:11]2[cH:12][c:13]([O:19][CH:20]3[CH2:21][CH2:22][CH2:23][CH2:24]3)[c:14]([O:17][CH3:18])[cH:15][cH:16]2)[CH2:7][CH2:8]1. Starting materials: CC([C@@H](C(=O)NC)NC(=O)N1N=C(C=2CN(CCC21)C)C2=C(C=C(C(=C2)F)F)F)(C)C ((S)-N-(3,3-dimethyl-1-(methylamino)-1-oxobutan-2-yl)-5-methyl-3-(2,4,5-trifluorophenyl)-4,5,6,7-tetrahydro-1H-pyrazolo[4,3-c]pyridine-1-carboxamide), N[C@@H](CO)C1=CC=CC=C1 ((R)-2-amino-2-phenylethanol). Yields the product OC[C@@H](C1=CC=CC=C1)NC(=O)N1N=C(C=2CN(CCC21)C)C2=C(C=C(C(=C2)F)F)F ((R)—N-(2-hydroxy-1-phenylethyl)-5-methyl-3-(2,4,5-trifluorophenyl)-4,5,6,7-tetrahydro-1H-pyrazolo[4,3-c]pyridine-1-carboxamide). As a reaction SMILES: C[C:2]([CH3:31])([CH3:30])[C@H:3]([NH:8][C:9]([N:11]1[C:19]2[CH2:18][CH2:17][N:16]([CH3:20])[CH2:15][C:14]=2[C:13]([C:21]2[CH:26]=[C:25]([F:27])[C:24]([F:28])=[CH:23][C:22]=2[F:29])=[N:12]1)=[O:10])[C:4](NC)=[O:5].N[C@H:33]([C:36]1C=CC=CC=1)[CH2:34]O>>[OH:5][CH2:4][C@H:3]([NH:8][C:9]([N:11]1[C:19]2[CH2:18][CH2:17][N:16]([CH3:20])[CH2:15][C:14]=2[C:13]([C:21]2[CH:26]=[C:25]([F:27])[C:24]([F:28])=[CH:23][C:22]=2[F:29])=[N:12]1)=[O:10])[C:2]1[CH:30]=[CH:36][CH:33]=[CH:34][CH:31]=1. Procedure: Compound 70 was prepared according to the procedure described for the synthesis of compound 37 by replacing tert-leucine methylamide with (R)-2-amino-2-phenylethanol. LCMS (+ESI) m/z=431.2 [M+H]+. The reactants are CC(CC(C(=O)O)C=1C=C(C=C(C1)C(F)(F)F)C1=CC=CC=C1)C (4-methyl-2-(5-trifluoromethyl-biphenyl-3-yl)pentanoic acid), CC(CC(C(=O)O)C=1C=C(C=C(C1)C(F)(F)F)C1=CC=CC=C1)C (4-methyl-2-(5-trifluoromethyl-biphenyl-3-yl)pentanoic acid), FC(C1=CC=C(C=C1)/C=C/B(O)O)(F)F (trans-2-(4-trifluoromethylphenyl)-vinyl-boronic acid). The product is CC(CC(C(=O)O)C=1C=C(C=C(C1)C=CC1=CC=C(C=C1)C(F)(F)F)C1=CC=C(C=C1)C(F)(F)F)C (4-Methyl-2-{4′-trifluoromethyl-5-[2-(4-trifluoromethyl-phenyl)-vinyl]-biphenyl-3-yl}-pentanoic acid). As a reaction SMILES: [CH3:1][CH:2]([CH3:24])[CH2:3][CH:4]([C:8]1[CH:9]=[C:10](C2C=CC=CC=2)[CH:11]=[C:12](C(F)(F)F)[CH:13]=1)[C:5]([OH:7])=[O:6].[F:25][C:26]([F:39])([F:38])[C:27]1[CH:32]=[CH:31][C:30](/[CH:33]=[CH:34]/B(O)O)=[CH:29][CH:28]=1>>[CH3:24][CH:2]([CH3:1])[CH2:3][CH:4]([C:8]1[CH:9]=[C:10]([C:30]2[CH:31]=[CH:32][C:27]([C:26]([F:39])([F:38])[F:25])=[CH:28][CH:29]=2)[CH:11]=[C:12]([CH:34]=[CH:33][C:30]2[CH:31]=[CH:32][C:27]([C:26]([F:39])([F:38])[F:25])=[CH:28][CH:29]=2)[CH:13]=1)[C:5]([OH:7])=[O:6]. Reported procedure: The title compound was prepared from a Nigishi coupling of 4-methyl-2-(5-trifluoromethyl-biphenyl-3-yl)pentanoic acid (intermediate compound 1g) with trans-2-(4-trifluoromethylphenyl)-vinyl-boronic acid under the conditions described in Example 14; 1H NMR (400 MHz, MeOD) δ ppm 0.78-0.89 (m, 6 H), 1.47 (dt, J=13.39, 6.63 Hz, 1 H), 1.62 (ddd, J=13.63, 7.09, 6.91 Hz, 1 H), 1.91-1.98 (m, 1 H), 3.68 (t, J=7.83 Hz, 1 H), 7.33 (d, J=16.4 Hz, 1 H), 7.26 (d, J=16.5 Hz, 1 H), 7.48-7.58 (m, 4 H), 7.64-7.70... Procedure: A mixture of 5-amino-3-(6-methoxy-3,4-xylyl)-1,2-benzisothiazole (8.53 g, 30.0 mmol), 2-dimethylamino-4-(trifluoromethyl)-6H-1,3-oxazin-6-one (6.87 g, 33.0 mmol) and acetic acid is refluxed for 2 hours, cooled, and poured into water. The resultant aqueous mixture is filtered to obtain a solid. A solution of the solid in methylene chloride is washed sequentially with water and brine, dried over anhydrous magnesium sulfate, and concentrated in vacuo to obtain an oil. Column chromatography of the o... Solvent: C(Cl)Cl (methylene chloride), C(C)OCC (diethyl ether). Yield: 62.4%. As a reaction SMILES: [NH2:1][C:2]1[CH:3]=[CH:4][C:5]2[S:9][N:8]=[C:7]([C:10]3[C:15]([O:16][CH3:17])=[CH:14][C:13]([CH3:18])=[C:12]([CH3:19])[CH:11]=3)[C:6]=2[CH:20]=1.CN(C)[C:23]1[O:24][C:25](=[O:33])[CH:26]=[C:27]([C:29]([F:32])([F:31])[F:30])[N:28]=1.C(O)(=O)C.O>C(Cl)Cl.C(OCC)C>[CH3:17][O:16][C:15]1[C:10]([C:7]2[C:6]3[CH:20]=[C:2]([N:1]4[C:25](=[O:33])[CH:26]=[C:27]([C:29]([F:32])([F:31])[F:30])[NH:28][C:23]4=[O:24])[CH:3]=[CH:4][C:5]=3[S:9][N:8]=2)=[CH:11][C:12]([CH3:19])=[C:13]([CH3:18])[CH:14]=1. The product is COC1=CC(=C(C=C1C1=NSC2=C1C=C(C=C2)N2C(NC(=CC2=O)C(F)(F)F)=O)C)C (3-[3-(6-Methoxy-3,4-xylyl)-1,2-benzisothiazol-5-yl]-6-(trifluoromethyl)-2,4(1H,3H)-pyrimidinedione). Reactants: NC=1C=CC2=C(C(=NS2)C2=CC(=C(C=C2OC)C)C)C1 (5-amino-3-(6-methoxy-3,4-xylyl)-1,2-benzisothiazole), CN(C=1OC(C=C(N1)C(F)(F)F)=O)C (2-dimethylamino-4-(trifluoromethyl)-6H-1,3-oxazin-6-one), C(C)(=O)O (acetic acid), O (water). The reactants are C1(=CC=CC=C1)CC(=O)Cl (phenylacetyl chloride), [Al+3].[Cl-].[Cl-].[Cl-] (AlCl3), ice, C1(=CC=CC=C1)SC (Thioanisole). Solvent: C(Cl)(Cl)Cl (CHCl3). Conditions: time 1.5 hour. Product: CSC1=CC=C(C=C1)C(CC1=CC=CC=C1)=O (1-(4-Methylthiophenyl)-2-phenyl-ethanone). The yield is 64.4%. As a reaction SMILES: [C:1]1([CH2:7][C:8](Cl)=[O:9])[CH:6]=[CH:5][CH:4]=[CH:3][CH:2]=1.[Al+3].[Cl-].[Cl-].[Cl-].[C:15]1([S:21][CH3:22])[CH:20]=[CH:19][CH:18]=[CH:17][CH:16]=1>C(Cl)(Cl)Cl>[CH3:22][S:21][C:15]1[CH:20]=[CH:19][C:18]([C:8](=[O:9])[CH2:7][C:1]2[CH:6]=[CH:5][CH:4]=[CH:3][CH:2]=2)=[CH:17][CH:16]=1 |f:1.2.3.4|. Procedure: To a cold (0° C.) solution of phenylacetyl chloride (92.8 g, 0.6 mol) in CHCl3 (1.2 L) was added AlCl3 (80 g, 0.6 mol) in portions. Thioanisole (62.1 g, 0.5 mol) was then added dropwise. The resulting mixture was stirred at r.t. for 1.5 h. The mixture was poured into 4 L of ice and extracted with CHCl3. The combined organic extracts were dried over MgSO4, filtered and concentrated. The residue was slurried in 300 mL of 20 % EtOAc/hexane, filtered and washed with hexane to give 78 g of the title ... The reactants are BrC1=C(OC2=C(C1=O)C=CC=C2)C2=CC=C(C=C2)S(=O)(=O)C (3-bromo-2-(4-(methylsulfonyl)phenyl)-4H-1-benzopyran-4-one), C(CCC)[Sn](C1=NC=CC=C1)(CCCC)CCCC (2-tributylstannylpyridine). The reagents and catalysts are C=1C=CC(=CC1)[P](C=2C=CC=CC2)(C=3C=CC=CC3)[Pd]([P](C=4C=CC=CC4)(C=5C=CC=CC5)C=6C=CC=CC6)([P](C=7C=CC=CC7)(C=8C=CC=CC8)C=9C=CC=CC9)[P](C=1C=CC=CC1)(C=1C=CC=CC1)C=1C=CC=CC1 (tetrakis(triphenylphosphine)palladium). The solvent is N-methyl-2-pyrrolidine, C(C)O (ethanol), C(C)(=O)OCC (ethyl acetate). Yields the product CS(=O)(=O)C1=CC=C(C=C1)C=1OC2=C(C(C1C1=NC=CC=C1)=O)C=CC=C2 (2-(4-(Methylsulfonyl)phenyl)-3-(2-pyridinyl)-4H-1-benzopyran-4-one). The yield is 54.2%. Reaction SMILES: Br[C:2]1[C:7](=[O:8])[C:6]2[CH:9]=[CH:10][CH:11]=[CH:12][C:5]=2[O:4][C:3]=1[C:13]1[CH:18]=[CH:17][C:16]([S:19]([CH3:22])(=[O:21])=[O:20])=[CH:15][CH:14]=1.C([Sn](CCCC)(CCCC)[C:28]1[CH:33]=[CH:32][CH:31]=[CH:30][N:29]=1)CCC>C(O)C.C(OCC)(=O)C.C1C=CC([P]([Pd]([P](C2C=CC=CC=2)(C2C=CC=CC=2)C2C=CC=CC=2)([P](C2C=CC=CC=2)(C2C=CC=CC=2)C2C=CC=CC=2)[P](C2C=CC=CC=2)(C2C=CC=CC=2)C2C=CC=CC=2)(C2C=CC=CC=2)C2C=CC=CC=2)=CC=1>[CH3:22][S:19]([C:16]1[CH:17]=[CH:18][C:13]([C:3]2[O:4][C:5]3[CH:12]=[CH:11][CH:10]=[CH:9][C:6]=3[C:7](=[O:8])[C:2]=2[C:28]2[CH:33]=[CH:32][CH:31]=[CH:30][N:29]=2)=[CH:14][CH:15]=1)(=[O:21])=[O:20] |^1:54,56,75,94|. Reported procedure: A solution of 3-bromo-2-(4-(methylsulfonyl)phenyl)-4H-1-benzopyran-4-one (0.5 g, 1.32 mmol) from Example 22, Step 2 and 2-tributylstannylpyridine(0.58 g, 1.58 mmol) and tetrakis(triphenylphosphine)palladium(0.15 g, 0.13 mmol) in N-methyl-2-pyrrolidine(50 ml) and ethanol(1 ml) was heated at a temperature of 100° C. for 24 hours. Then the mixture was cooled to room temperature and diluted with ethyl acetate and filtered through a pad of celite. The mixture was washed with 5% aqueous KF, dried and ... Starting materials: COC(CCC=1N=CNC1)=O (3-(Imidazol-4-yl)propanoic acid methyl ester), ClC1=C(C=CC(=C1)Cl)C(C(=C)C1=CC=CC=C1)=O (1-(2,4-dichlorophenyl)-2- phenylpropen-1one). Run in C(C)O (ethanol). Conditions: temperature 20 celsius. The product is COC(CCC=1N=CN(C1)CC(C(=O)C1=C(C=C(C=C1)Cl)Cl)C1=CC=CC=C1)=O (3-[1-[3-(2,4-dichlorophenyl)-3-oxo-2-phenylpropyl]imidazol-4-yl]propanoic acid methyl ester). Isolated yield 107.2%. Reaction SMILES: [CH3:1][O:2][C:3](=[O:11])[CH2:4][CH2:5][C:6]1[N:7]=[CH:8][NH:9][CH:10]=1.[Cl:12][C:13]1[CH:18]=[C:17]([Cl:19])[CH:16]=[CH:15][C:14]=1[C:20](=[O:29])[C:21]([C:23]1[CH:28]=[CH:27][CH:26]=[CH:25][CH:24]=1)=[CH2:22]>C(O)C>[CH3:1][O:2][C:3](=[O:11])[CH2:4][CH2:5][C:6]1[N:7]=[CH:8][N:9]([CH2:22][CH:21]([C:23]2[CH:28]=[CH:27][CH:26]=[CH:25][CH:24]=2)[C:20]([C:14]2[CH:15]=[CH:16][C:17]([Cl:19])=[CH:18][C:13]=2[Cl:12])=[O:29])[CH:10]=1. Reported procedure: 3-(Imidazol-4-yl)propanoic acid methyl ester (4 g) was added to a solution of 1-(2,4-dichlorophenyl)-2- phenylpropen-1one (7.5 g) in ethanol (50 ml) and the resulting solution maintained at 20° C. for 12 hours. The solvent was removed under reduced pressure to yield 3-[1-[3-(2,4-dichlorophenyl)-3-oxo-2-phenylpropyl]imidazol-4-yl]propanoic acid methyl ester (12 g) as an oil. A portion of the oil (3 g) was dissolved in dimethylformamide (50 ml) and copper-II-chloride dihydrate (10 g) added to the ...